From a dataset of the Open Reaction Database (ORD), a public repository of structured organic reaction records. describe an organic reaction: reactants, conditions, products, and yield Starting materials: solution, C[Si](C)(C)C=[N+]=[N-] (trimethylsilyldiazomethane), FC(C1=CC=C(C=C1)CC(=O)O)(F)F ([4-(trifluoromethyl)phenyl]acetic acid). Solvent: CO (methanol), C(C)OCC (diethyl ether), C1(=CC=CC=C1)C (toluene). Run at time 1 hour. The product is FC(C1=CC=C(C=C1)CC(=O)OC)(F)F (Methyl [4-(trifluoromethyl)phenyl]acetate). As a reaction SMILES: [F:1][C:2]([F:14])([F:13])[C:3]1[CH:8]=[CH:7][C:6]([CH2:9][C:10]([OH:12])=[O:11])=[CH:5][CH:4]=1.[CH3:15][Si](C=[N+]=[N-])(C)C>C1(C)C=CC=CC=1.CO.C(OCC)C>[F:1][C:2]([F:13])([F:14])[C:3]1[CH:4]=[CH:5][C:6]([CH2:9][C:10]([O:12][CH3:15])=[O:11])=[CH:7][CH:8]=1. Reported procedure: 6.0 g (29.4 mmol) of [4-(trifluoromethyl)phenyl]acetic acid were dissolved in 67.1 ml of toluene and 46.2 ml of methanol, and 26.5 ml (52.9 mmol) of a 2 M solution of trimethylsilyldiazomethane in diethyl ether were added dropwise with cooling. After the addition had ended, cooling was removed and the mixture was stirred at RT for another 1 h, after which excess trimethylsilyldiazomethane was destroyed by addition of 2.0 ml of acetic acid. The reaction mixture was concentrated under reduced pres... Starting materials: BrCC1=CC=C(C=C1)C1=C(C=CC=C1)C1=NN=NN1C(C1=CC=CC=C1)(C1=CC=CC=C1)C1=CC=CC=C1 (4-bromomethyl-2'-(N-triphenylmethyl-(1H-tetrazol-5-yl))biphenyl), [H-].[Na+] (Sodium hydride), C(=O)(OC)C=1N=C(NC1C(=O)OC)CCC (4,5-dicarbomethoxy-2-n-propylimidazole), [H-].[Na+] (sodium hydride). Run in CN(C)C=O (DMF), CN(C)C=O (DMF). Conditions: temperature 60 celsius, time 24 hour. Product: C(=O)(OC)C=1N=C(N(C1C(=O)OC)CC1=CC=C(C=C1)C1=C(C=CC=C1)C1=NN=NN1C(C1=CC=CC=C1)(C1=CC=CC=C1)C1=CC=CC=C1)CCC (4,5-dicarbomethoxy-2-n-propyl-1-[(2'-(N-triphenylmethyl-(1H-tetrazol-5-yl))biphenyl-4-yl)methyl]imidazole). Isolated yield 50.8%. Reaction SMILES: [H-].[Na+].[C:3]([C:7]1[N:8]=[C:9]([CH2:16][CH2:17][CH3:18])[NH:10][C:11]=1[C:12]([O:14][CH3:15])=[O:13])([O:5][CH3:6])=[O:4].Br[CH2:20][C:21]1[CH:26]=[CH:25][C:24]([C:27]2[CH:32]=[CH:31][CH:30]=[CH:29][C:28]=2[C:33]2[N:37]([C:38]([C:51]3[CH:56]=[CH:55][CH:54]=[CH:53][CH:52]=3)([C:45]3[CH:50]=[CH:49][CH:48]=[CH:47][CH:46]=3)[C:39]3[CH:44]=[CH:43][CH:42]=[CH:41][CH:40]=3)[N:36]=[N:35][N:34]=2)=[CH:23][CH:22]=1>CN(C=O)C>[C:12]([C:11]1[N:10]=[C:9]([CH2:16][CH2:17][CH3:18])[N:8]([CH2:20][C:21]2[CH:22]=[CH:23][C:24]([C:27]3[CH:32]=[CH:31][CH:30]=[CH:29][C:28]=3[C:33]3[N:37]([C:38]([C:51]4[CH:56]=[CH:55][CH:54]=[CH:53][CH:52]=4)([C:45]4[CH:46]=[CH:47][CH:48]=[CH:49][CH:50]=4)[C:39]4[CH:44]=[CH:43][CH:42]=[CH:41][CH:40]=4)[N:36]=[N:35][N:34]=3)=[CH:25][CH:26]=2)[C:7]=1[C:3]([O:5][CH3:6])=[O:4])([O:14][CH3:15])=[O:13] |f:0.1|. Procedure: Sodium hydride (1.06 g, 44.2 mmol, 1 eq) was added to a solution of 4,5-dicarbomethoxy-2-n-propylimidazole (10.00 g, 44.2 mmol, 1 eq) in DMF at room temperature. Foaming and gas evolution occurred. The temperature was increased to 60° C. for 15 minutes to dissolve all of the sodium hydride. Gas evolution ceased and the mixture was cooled to room temperature. To this mixture was added a DMF solution of 4-bromomethyl-2'-(N-triphenylmethyl-(1H-tetrazol-5-yl))biphenyl (24.64 g, 44.2 mmol, 1 eq). Aft... Reactants: C, COc1ccc(S(=O)(=O)CC(NC(=O)OC(C)(C)C)C(=O)OCc2ccccc2)cc1, C1CCOC1, [H][H], [Pd]. Reaction SMILES: [C:39].[CH2:1]([c:2]1[cH:3][cH:4][cH:5][cH:6][cH:7]1)[O:8][C:9]([CH:10]([CH2:11][S:12](=[O:13])(=[O:14])[c:15]1[cH:16][cH:17][c:18]([O:21][CH3:22])[cH:19][cH:20]1)[NH:23][C:24](=[O:25])[O:26][C:27]([CH3:28])([CH3:29])[CH3:30])=[O:31].[CH2:34]1[O:35][CH2:36][CH2:37][CH2:38]1.[H:32][H:33].[Pd:40]>>[O:8]=[C:9]([CH:10]([CH2:11][S:12](=[O:13])(=[O:14])[c:15]1[cH:16][cH:17][c:18]([O:21][CH3:22])[cH:19][cH:20]1)[NH:23][C:24](=[O:25])[O:26][C:27]([CH3:28])([CH3:29])[CH3:30])[OH:31]. Product: COc1ccc(S(=O)(=O)CC(NC(=O)OC(C)(C)C)C(=O)O)cc1. The reactants are CC(C)(C)C(=O)OCC1OC(Oc2n[nH]c3cccc(C=Cc4ccncc4)c23)C(OC(=O)C(C)(C)C)C(OC(=O)C(C)(C)C)C1OC(=O)C(C)(C)C, C, C1CCOC1, [Pd]. Product: CC(C)(C)C(=O)OCC1OC(Oc2n[nH]c3cccc(CCc4ccncc4)c23)C(OC(=O)C(C)(C)C)C(OC(=O)C(C)(C)C)C1OC(=O)C(C)(C)C. As a reaction SMILES: [C:1]([C:2]([CH3:3])([CH3:4])[CH3:5])(=[O:6])[O:7][CH:8]1[CH:9]([O:36][c:37]2[n:38][nH:39][c:40]3[cH:41][cH:42][cH:43][c:44]([CH:46]=[CH:47][c:48]4[cH:49][cH:50][n:51][cH:52][cH:53]4)[c:45]23)[O:10][CH:11]([CH2:28][O:29][C:30]([C:31]([CH3:32])([CH3:33])[CH3:34])=[O:35])[CH:12]([O:21][C:22]([C:23]([CH3:24])([CH3:25])[CH3:26])=[O:27])[CH:13]1[O:14][C:15]([C:16]([CH3:17])([CH3:18])[CH3:19])=[O:20].[C:59].[O:54]1[CH2:55][CH2:56][CH2:57][CH2:58]1.[Pd:60]>>[C:1]([C:2]([CH3:3])([CH3:4])[CH3:5])(=[O:6])[O:7][CH:8]1[CH:9]([O:36][c:37]2[n:38][nH:39][c:40]3[cH:41][cH:42][cH:43][c:44]([CH2:46][CH2:47][c:48]4[cH:49][cH:50][n:51][cH:52][cH:53]4)[c:45]23)[O:10][CH:11]([CH2:28][O:29][C:30]([C:31]([CH3:32])([CH3:33])[CH3:34])=[O:35])[CH:12]([O:21][C:22]([C:23]([CH3:24])([CH3:25])[CH3:26])=[O:27])[CH:13]1[O:14][C:15]([C:16]([CH3:17])([CH3:18])[CH3:19])=[O:20]. Reactants: CN1N=C(C=C1C(=O)OC)B1OC(C(O1)(C)C)(C)C (methyl 1-methyl-3-(4,4,5,5-tetramethyl-1,3,2-dioxaborolan-2-yl)-1H-pyrazole-5-carboxylate), S(=O)(=O)([O-])[O-].[Na+].[Na+] (sodium sulphate), C([O-])([O-])=O.[Na+].[Na+] (sodium carbonate), BrC1=CC=C(C=C1)C(F)(F)F (1-bromo-4-(trifluoromethyl)benzene), solution. The reagents and catalysts are Cl[Pd]([P](C1=CC=CC=C1)(C2=CC=CC=C2)C3=CC=CC=C3)([P](C4=CC=CC=C4)(C5=CC=CC=C5)C6=CC=CC=C6)Cl (bis(triphenylphosphine)palladium(II) chloride). Solvent: O1CCOCC1 (dioxane), O (water). Reaction conditions: temperature 100 celsius. The product is CN1N=C(C=C1C(=O)OC)C1=CC=C(C=C1)C(F)(F)F (methyl 1-methyl-3-[4-(trifluoromethyl)phenyl]-1H-pyrazole-5-carboxylate). Yield: 34.7%. RXN SMILES: [CH3:1][N:2]1[C:6]([C:7]([O:9][CH3:10])=[O:8])=[CH:5][C:4](B2OC(C)(C)C(C)(C)O2)=[N:3]1.Br[C:21]1[CH:26]=[CH:25][C:24]([C:27]([F:30])([F:29])[F:28])=[CH:23][CH:22]=1.C(=O)([O-])[O-].[Na+].[Na+].S([O-])([O-])(=O)=O.[Na+].[Na+]>O.O1CCOCC1.Cl[Pd](Cl)([P](C1C=CC=CC=1)(C1C=CC=CC=1)C1C=CC=CC=1)[P](C1C=CC=CC=1)(C1C=CC=CC=1)C1C=CC=CC=1>[CH3:1][N:2]1[C:6]([C:7]([O:9][CH3:10])=[O:8])=[CH:5][C:4]([C:21]2[CH:26]=[CH:25][C:24]([C:27]([F:30])([F:29])[F:28])=[CH:23][CH:22]=2)=[N:3]1 |f:2.3.4,5.6.7,^1:53,72|. Reported procedure: 1.50 g (5.36 mmol) of methyl 1-methyl-3-(4,4,5,5-tetramethyl-1,3,2-dioxaborolan-2-yl)-1H-pyrazole-5-carboxylate (for preparation see WO2007/034278A2), 1.21 g (5.36 mmol) of 1-bromo-4-(trifluoromethyl)benzene and bis(triphenylphosphine)palladium(II) chloride are initially introduced under argon and admixed with 6.69 ml of a 2M solution of sodium carbonate in water and 20 ml of dioxane. The reaction mixture is heated at 100° C. for three hours and, after cooling over Celite and sodium sulphate, is... The reactants are F[B-](F)(F)F, CC(C)(C)c1ccc(CNCCc2ccccc2)cc1, CCN(C(C)C)C(C)C, CN(C)C=O, O, CN(C)C(On1nnc2ccccc21)=[N+](C)C, O=C(O)c1cccc2cc[nH]c12. Yields the product CC(C)(C)c1ccc(CN(CCc2ccccc2)C(=O)c2cccc3cc[nH]c23)cc1. RXN SMILES: [B-:13]([F:14])([F:15])([F:16])[F:17].[C:44]([CH3:45])([CH3:46])([CH3:47])[c:48]1[cH:49][cH:50][c:51]([CH2:52][NH:53][CH2:54][CH2:55][c:56]2[cH:57][cH:58][cH:59][cH:60][cH:61]2)[cH:62][cH:63]1.[CH:35]([N:36]([CH2:37][CH3:38])[CH:39]([CH3:40])[CH3:41])([CH3:42])[CH3:43].[O:64]=[CH:65][N:66]([CH3:67])[CH3:68].[OH2:69].[n:18]1([O:19][C:20]([N:21]([CH3:22])[CH3:23])=[N+:24]([CH3:25])[CH3:26])[c:27]2[cH:28][cH:29][cH:30][cH:31][c:32]2[n:33][n:34]1.[nH:1]1[cH:2][cH:3][c:4]2[cH:5][cH:6][cH:7][c:8]([C:10](=[O:11])[OH:12])[c:9]12>>[nH:1]1[cH:2][cH:3][c:4]2[cH:5][cH:6][cH:7][c:8]([C:10](=[O:12])[N:53]([CH2:52][c:51]3[cH:50][cH:49][c:48]([C:44]([CH3:45])([CH3:46])[CH3:47])[cH:63][cH:62]3)[CH2:54][CH2:55][c:56]3[cH:57][cH:58][cH:59][cH:60][cH:61]3)[c:9]12. The reactants are COC(=O)C1=C(C)NC(C)=C(C(=O)OCCN2C(=O)c3ccccc3C2=O)C1c1cccc([N+](=O)[O-])c1, CCO, ClCCl, NN, O. The product is COC(=O)C1=C(C)NC(C)=C(C(=O)OCCN)C1c1cccc([N+](=O)[O-])c1. As a reaction SMILES: [CH3:1][C:2]1=[C:7]([C:8](=[O:9])[O:10][CH3:11])[CH:6]([c:12]2[cH:13][c:14]([N+:18](=[O:19])[O-:20])[cH:15][cH:16][cH:17]2)[C:5]([C:21](=[O:22])[O:23][CH2:24][CH2:25][N:26]2[C:27](=[O:28])[c:29]3[cH:30][cH:31][cH:32][cH:33][c:34]3[C:35]2=[O:36])=[C:4]([CH3:37])[NH:3]1.[CH3:41][CH2:42][OH:43].[Cl:44][CH2:45][Cl:46].[NH2:39][NH2:40].[OH2:38]>>[CH3:1][C:2]1=[C:7]([C:8](=[O:9])[O:10][CH3:11])[CH:6]([c:12]2[cH:13][c:14]([N+:18](=[O:19])[O-:20])[cH:15][cH:16][cH:17]2)[C:5]([C:21](=[O:22])[O:23][CH2:24][CH2:25][NH2:26])=[C:4]([CH3:37])[NH:3]1.